Dataset: the Open Reaction Database (ORD), a public repository of structured organic reaction records. Task: describe an organic reaction: reactants, conditions, products, and yield Reactants: Cl.C(C)N=C=NCCCN(C)C (1-ethyl-3-(3-dimethylaminopropyl)carbodiimide hydrochloride), C(C1=CC=CC=C1)ON=CC=1C(=C(C(=O)O)C=C(C1F)F)F (3-(Benzyloxyiminomethyl)-2,4,5-trifluorobenzoic acid), C(C)O (ethanol). Reagents/catalysts: CN(C1=CC=NC=C1)C (4-dimethylaminopyridine). The solvent is ClCCl (dichloromethane). Reaction conditions: temperature 0 celsius, time 2 hour. Product: C(C)OC(C1=C(C(=C(C(=C1)F)F)C=NOCC1=CC=CC=C1)F)=O (3-(Benzyloxyiminomethyl)-2,4,5-trifluorobenzoic acid ethyl ester). The yield is 53.3%. Reaction SMILES: [CH2:1]([O:8][N:9]=[CH:10][C:11]1[C:12]([F:22])=[C:13]([CH:17]=[C:18]([F:21])[C:19]=1[F:20])[C:14]([OH:16])=[O:15])[C:2]1[CH:7]=[CH:6][CH:5]=[CH:4][CH:3]=1.[CH2:23](O)[CH3:24].Cl.C(N=C=NCCCN(C)C)C>CN(C)C1C=CN=CC=1.ClCCl>[CH2:23]([O:15][C:14](=[O:16])[C:13]1[CH:17]=[C:18]([F:21])[C:19]([F:20])=[C:11]([CH:10]=[N:9][O:8][CH2:1][C:2]2[CH:3]=[CH:4][CH:5]=[CH:6][CH:7]=2)[C:12]=1[F:22])[CH3:24] |f:2.3|. Procedure details: 3-(Benzyloxyiminomethyl)-2,4,5-trifluorobenzoic acid (0.117 g, 0.378 mmol), 4-dimethylaminopyridine (0.023 g, 0.189 mmol), anhydrous ethanol (0.030 mL, 0.517 mmol) are mixed in dichloromethane (6 mL), cooled to 0° C., and treated with 1-ethyl-3-(3-dimethylaminopropyl)carbodiimide hydrochloride (0.082 g, 0.427 mmol). After 2 hours at 0° C. and room temperature for 21 hours, the solvents are evaporated. The residue is dissolved in chloroform, washed with saturated NaHCO3 and brine, dried over Na2S... Starting materials: CC(=O)c1ccc(CC(NC(=O)OCC2c3ccccc3-c3ccccc32)C(=O)O)cc1, C1CCNCC1, O. Yields the product CC(=O)c1ccc(CC(N)C(=O)O)cc1. RXN SMILES: [C:1]([O:2][CH2:3][CH:4]1[c:5]2[c:6]([cH:7][cH:8][cH:9][cH:10]2)-[c:11]2[c:12]1[cH:13][cH:14][cH:15][cH:16]2)(=[O:17])[NH:18][CH:19]([CH2:20][c:21]1[cH:22][cH:23][c:24]([C:27]([CH3:28])=[O:29])[cH:25][cH:26]1)[C:30](=[O:31])[OH:32].[CH2:33]1[CH2:34][CH2:35][NH:36][CH2:37][CH2:38]1.[OH2:39]>>[NH2:18][CH:19]([CH2:20][c:21]1[cH:22][cH:23][c:24]([C:27]([CH3:28])=[O:29])[cH:25][cH:26]1)[C:30](=[O:31])[OH:32]. Starting materials: C(C)(C)(C)O[K] (tBuOK), ClC=1C=NC=NC1 (5-chloro-pyrimidine), OC(=O)C(F)(F)F.CC(C#CC1=CC(=C(S1)C(=O)O)N(C(=O)[C@@H]1CC[C@H](CC1)C)[C@H](CCO)C)(C)C (5-(3,3-dimethyl-but-1-ynyl)-3-[(3-hydroxy-1-(S)-methyl-propyl)-(trans-4-methyl-cyclohexanecarbonyl)-amino]-thiophene-2-carboxylic acid TFA salt), ClC=1C=NC=NC1 (5-chloro-pyrimidine), C(C)(C)(C)O[K] (tBuOK), C(C)(C)(C)O[K] (tBuOK), ClC=1C=NC=NC1 (5-chloro-pyrimidine). The solvent is CS(=O)C (DMSO). Conditions: time 1 hour. Product: CC(C#CC1=CC(=C(S1)C(=O)O)N([C@H](CCOC=1C=NC=NC1)C)C(=O)[C@@H]1CC[C@H](CC1)C)(C)C (5-(3,3-dimethyl-but-1-ynyl)-3-{(trans-4-methyl-cyclohexanecarbonyl)-[1-(S)-methyl-3-(pyrimidin-5-yloxy)-propyl]-amino}-thiophene-2-carboxylic acid). Yield: 3.4%. As a reaction SMILES: OC(C(F)(F)F)=O.[CH3:8][C:9]([CH3:36])([CH3:35])[C:10]#[C:11][C:12]1[S:16][C:15]([C:17]([OH:19])=[O:18])=[C:14]([N:20]([C@@H:30]([CH3:34])[CH2:31][CH2:32][OH:33])[C:21]([C@H:23]2[CH2:28][CH2:27][C@H:26]([CH3:29])[CH2:25][CH2:24]2)=[O:22])[CH:13]=1.Cl[C:38]1[CH:39]=[N:40][CH:41]=[N:42][CH:43]=1.C(O[K])(C)(C)C>CS(C)=O>[CH3:36][C:9]([CH3:35])([CH3:8])[C:10]#[C:11][C:12]1[S:16][C:15]([C:17]([OH:19])=[O:18])=[C:14]([N:20]([C:21]([C@H:23]2[CH2:28][CH2:27][C@H:26]([CH3:29])[CH2:25][CH2:24]2)=[O:22])[C@@H:30]([CH3:34])[CH2:31][CH2:32][O:33][C:38]2[CH:39]=[N:40][CH:41]=[N:42][CH:43]=2)[CH:13]=1 |f:0.1|. Procedure details: The 5-(3,3-dimethyl-but-1-ynyl)-3-[(3-hydroxy-1-(S)-methyl-propyl)-(trans-4-methyl-cyclohexanecarbonyl)-amino]-thiophene-2-carboxylic acid TFA salt (100 mg, 0.239 mmol) and 5-chloro-pyrimidine (137 mg, 1.194 mmol) were dissolved in DMSO (2 mL). To this solution tBuOK (107 mg, 0.956 mmol) was added in one portion at rt. The reaction was allowed to stir at rt for 1 h and then heated to 60° C. for 1.5 h. Additional tBuOK (50 mg) and 5-chloro-pyrimidine (69 mg) were added and the reaction was run at...